Dataset: the Open Reaction Database (ORD), a public repository of structured organic reaction records. Task: describe an organic reaction: reactants, conditions, products, and yield Reactants: NC(=O)CBr, C1CCOC1, [H-], [Na+], CN(C)C=O, O=Cc1c[nH]cn1. Product: NC(=O)Cn1cnc(C=O)c1. As a reaction SMILES: [Br:10][CH2:11][C:12](=[O:13])[NH2:14].[CH2:15]1[O:16][CH2:17][CH2:18][CH2:19]1.[H-:8].[Na+:9].[O:20]=[CH:21][N:22]([CH3:23])[CH3:24].[nH:1]1[cH:2][n:3][c:4]([CH:6]=[O:7])[cH:5]1>>[n:1]1([CH2:11][C:12](=[O:13])[NH2:14])[cH:2][n:3][c:4]([CH:6]=[O:7])[cH:5]1.